Dataset: the Open Reaction Database (ORD), a public repository of structured organic reaction records. Task: describe an organic reaction: reactants, conditions, products, and yield Starting materials: CC#N, O=[N+]([O-])c1cnc(I)c(Cl)c1, N#C[Cu]C#N. The product is N#Cc1ncc([N+](=O)[O-])cc1Cl. Reaction SMILES: [CH3:17][C:18]#[N:19].[Cl:6][c:7]1[c:8]([I:16])[n:9][cH:10][c:11]([N+:13](=[O:14])[O-:15])[cH:12]1.[Cu:1]([C:2]#[N:3])[C:4]#[N:5]>>[C:4](#[N:5])[c:8]1[c:7]([Cl:6])[cH:12][c:11]([N+:13](=[O:14])[O-:15])[cH:10][n:9]1. Reactants: C(C1=CC=CC=C1)OC1=CC=C(C=C1)CC(C(=O)OCC)OC1=CC=C(C=C1)OC(F)(F)F (ethyl 3-(4-benzyloxyphenyl)-2-(4-trifluoromethoxyphenoxy)propionate), Br (hydrogen bromide), C([O-])([O-])=O.[K+].[K+] (potassium carbonate). Solvent: C(C)(=O)O (acetic acid). Yields the product OC1=CC=C(C=C1)CC(C(=O)OCC)OC1=CC=C(C=C1)OC(F)(F)F (Ethyl 3-(4-hydroxyphenyl)-2-(4-trifluoromethoxyphenoxy)propionate). Yield: 90.8%. Reaction SMILES: C([O:8][C:9]1[CH:14]=[CH:13][C:12]([CH2:15][CH:16]([O:22][C:23]2[CH:28]=[CH:27][C:26]([O:29][C:30]([F:33])([F:32])[F:31])=[CH:25][CH:24]=2)[C:17]([O:19][CH2:20][CH3:21])=[O:18])=[CH:11][CH:10]=1)C1C=CC=CC=1.Br.C(=O)([O-])[O-].[K+].[K+]>C(O)(=O)C>[OH:8][C:9]1[CH:10]=[CH:11][C:12]([CH2:15][CH:16]([O:22][C:23]2[CH:28]=[CH:27][C:26]([O:29][C:30]([F:31])([F:32])[F:33])=[CH:25][CH:24]=2)[C:17]([O:19][CH2:20][CH3:21])=[O:18])=[CH:13][CH:14]=1 |f:2.3.4|. Procedure details: In a similar manner to that described in Reference example 37(b), a reaction was carried out using ethyl 3-(4-benzyloxyphenyl)-2-(4-trifluoromethoxyphenoxy)propionate (4.08 g), which is the product of Reference example 40(a), a solution of hydrogen bromide in acetic acid (25%, 40 ml) and potassium carbonate (1.68 g) and the reaction mixture was treated to afford the desired compound (2.98 g) as a colorless oil. Starting materials: CC=1C=C(C=C(C1OCC1OC1)C)CCC(=O)C=1SC(=C(C1)C1=CC=CC=C1)C (3-(3,5-dimethyl-4-oxiranylmethoxy-phenyl)-1-(5-methyl-4-phenyl-thiophen-2-yl)-propan-1-one), CN (methylamine). Solvent: CO (methanol). Yields the product OC(COC1=C(C=C(C=C1C)CCC(=O)C=1SC(=C(C1)C1=CC=CC=C1)C)C)CNC (3-[4-(2-hydroxy-3-methylamino-propoxy)-3,5-dimethyl-phenyl]-1-(5-methyl-4-phenyl-thiophen-2-yl)-propan-1-one). Reaction SMILES: [CH3:1][C:2]1[CH:3]=[C:4]([CH2:14][CH2:15][C:16]([C:18]2[S:19][C:20]([CH3:29])=[C:21]([C:23]3[CH:28]=[CH:27][CH:26]=[CH:25][CH:24]=3)[CH:22]=2)=[O:17])[CH:5]=[C:6]([CH3:13])[C:7]=1[O:8][CH2:9][CH:10]1[CH2:12][O:11]1.[CH3:30][NH2:31]>CO>[OH:11][CH:10]([CH2:12][NH:31][CH3:30])[CH2:9][O:8][C:7]1[C:6]([CH3:13])=[CH:5][C:4]([CH2:14][CH2:15][C:16]([C:18]2[S:19][C:20]([CH3:29])=[C:21]([C:23]3[CH:24]=[CH:25][CH:26]=[CH:27][CH:28]=3)[CH:22]=2)=[O:17])=[CH:3][C:2]=1[CH3:1]. Reported procedure: A solution of 3-(3,5-dimethyl-4-oxiranylmethoxy-phenyl)-1-(5-methyl-4-phenyl-thiophen-2-yl)-propan-1-one (33 mg, 82 μmol) and methylamine (0.082 mL, 2 M solution in THF) in methanol (1 mL) is stirred at 65° C. for 4 h and at rt for 18 h. The solvent is removed in vacuo and the residue is purified by prep. HPLC to give 3-[4-(2-hydroxy-3-methylamino-propoxy)-3,5-dimethyl-phenyl]-1-(5-methyl-4-phenyl-thiophen-2-yl)-propan-1-one (4 mg) as a colourless resin; LC-MS: tR=0.88 min, [M+1]+=438.25, 1H NMR... As a reaction SMILES: [F:1][C:2]([F:19])([CH3:18])[CH2:3][N:4]1[CH2:10][CH2:9][C:8]2[CH:11]=[C:12]([NH2:17])[C:13]([O:15][CH3:16])=[CH:14][C:7]=2[CH2:6][CH2:5]1.Cl[C:21]1[N:26]=[C:25]([NH:27][C:28]2[CH:33]=[CH:32][CH:31]=[CH:30][C:29]=2[N:34]2[CH:38]=[CH:37][CH:36]=[N:35]2)[C:24]([Cl:39])=[CH:23][N:22]=1>>[Cl:39][C:24]1[C:25]([NH:27][C:28]2[CH:33]=[CH:32][CH:31]=[CH:30][C:29]=2[N:34]2[CH:38]=[CH:37][CH:36]=[N:35]2)=[N:26][C:21]([NH:17][C:12]2[C:13]([O:15][CH3:16])=[CH:14][C:7]3[CH2:6][CH2:5][N:4]([CH2:3][C:2]([F:1])([F:19])[CH3:18])[CH2:10][CH2:9][C:8]=3[CH:11]=2)=[N:22][CH:23]=1. Procedure: The title compound was prepared from 3-(2,2-Difluoro-propyl)-8-methoxy-2,3,4,5-tetrahydro-1H-benzo[d]azepin-7-ylamine and (2,5-Dichloro-pyrimidin-4-yl)-(2-pyrazol-1-yl-phenyl)-amine in an analogous manner to Example 61e. Product isolated as an off-white foam (0.029 g, 27%). MP: 114-121° C. 1HNMR (400 MHz, CDCl3, δ, ppm): 10.15 (s, 1H), 8.52 (d, 1H, J=8.3 Hz), 8.06-8.04 (m, 2H), 7.85 (s, 1H), 7.82-7.80 (m, 1H), 7.46 (s, 1H), 7.40-7.32 (m, 2H), 7.19 (t, 1H, J=7.7 Hz), 6.63 (s, 1H), 6.52-6.50 (m, 1... The reactants are FC(CN1CCC2=C(CC1)C=C(C(=C2)OC)N)(C)F (3-(2,2-Difluoro-propyl)-8-methoxy-2,3,4,5-tetrahydro-1H-benzo[d]azepin-7-ylamine), ClC1=NC=C(C(=N1)NC1=C(C=CC=C1)N1N=CC=C1)Cl ((2,5-Dichloro-pyrimidin-4-yl)-(2-pyrazol-1-yl-phenyl)-amine). Yield: 27.0%. Yields the product ClC=1C(=NC(=NC1)NC1=CC2=C(CCN(CC2)CC(C)(F)F)C=C1OC)NC1=C(C=CC=C1)N1N=CC=C1 (5-Chloro-N*2*-[3-(2,2-difluoro-propyl)-8-methoxy-2,3,4,5-tetrahydro-1H-benzo[d]azepin-7-yl]-N*4*-(2-pyrazol-1-yl-phenyl)-pyrimidine-2,4-diamine), foam. Reactants: ClC1=CC(=C(CBr)C=C1)OC (4-chloro-2-methoxybenzyl bromide), [C-]#N.[Na+] (sodium cyanide). Reagents/catalysts: CCCCCCCC[N+](C)(CCCCCCCC)CCCCCCCC.[Cl-] (Aliquat 336). The solvent is C1(=CC=CC=C1)C (toluene), O (water). The product is ClC1=CC(=C(C=C1)CC#N)OC ((4-Chloro-2-methoxyphenyl)acetonitrile). Yield: 68.0%. Reaction SMILES: [Cl:1][C:2]1[CH:9]=[CH:8][C:5]([CH2:6]Br)=[C:4]([O:10][CH3:11])[CH:3]=1.[C-:12]#[N:13].[Na+]>C1(C)C=CC=CC=1.O.CCCCCCCC[N+](CCCCCCCC)(CCCCCCCC)C.[Cl-]>[Cl:1][C:2]1[CH:9]=[CH:8][C:5]([CH2:6][C:12]#[N:13])=[C:4]([O:10][CH3:11])[CH:3]=1 |f:1.2,5.6|. Procedure: 269 g of 4-chloro-2-methoxybenzyl bromide in 214 ml of toluene are reacted with 68.2 g of sodium cyanide in 69 ml of water and 1.8 g of Aliquat 336. 141 g of colorless oil are obtained (b.p. 107° C./0.08 mbar). Starting materials: CC(CCl)CBr, C1CCNC1, CC(C)=O, [Na+], [OH-]. Yields the product CC(CCl)CN1CCCC1. Reaction SMILES: [Br:8][CH2:9][CH:10]([CH2:11][Cl:12])[CH3:13].[CH2:1]1[CH2:2][CH2:3][NH:4][CH2:5]1.[CH3:14][C:15](=[O:16])[CH3:17].[Na+:7].[OH-:6]>>[CH2:1]1[CH2:2][CH2:3][N:4]([CH2:9][CH:10]([CH2:11][Cl:12])[CH3:13])[CH2:5]1. The solvent is O, ClCCl. Starting materials: N=1C=C(N=C(C1CC)CC)C, [Zn].O=S(O)C(F)F. Run at temperature 25 celsius, time 18 hour. The yield is 66.0%. Yields the product FC(F)C=1N=C(C(=NC1C)CC)CC. Reagents/catalysts: O=C(O)C(F)(F)F, OOC(C)(C)C.